Dataset: the Open Reaction Database (ORD), a public repository of structured organic reaction records. Task: describe an organic reaction: reactants, conditions, products, and yield Starting materials: O=CC(Cc1ccccc1)N(Cc1ccccc1)Cc1ccccc1, C1CCOC1, [F-], [K+], C=CCCC[N+](=O)[O-]. Yields the product C=CCCC(C(O)C(Cc1ccccc1)N(Cc1ccccc1)Cc1ccccc1)[N+](=O)[O-]. RXN SMILES: [CH2:11]([c:12]1[cH:13][cH:14][cH:15][cH:16][cH:17]1)[N:18]([CH:19]([CH:20]=[O:21])[CH2:22][c:23]1[cH:24][cH:25][cH:26][cH:27][cH:28]1)[CH2:29][c:30]1[cH:31][cH:32][cH:33][cH:34][cH:35]1.[CH2:36]1[O:37][CH2:38][CH2:39][CH2:40]1.[F-:1].[K+:2].[N+:3](=[O:4])([O-:5])[CH2:6][CH2:7][CH2:8][CH:9]=[CH2:10]>>[N+:3](=[O:4])([O-:5])[CH:6]([CH2:7][CH2:8][CH:9]=[CH2:10])[CH:20]([CH:19]([N:18]([CH2:11][c:12]1[cH:13][cH:14][cH:15][cH:16][cH:17]1)[CH2:29][c:30]1[cH:31][cH:32][cH:33][cH:34][cH:35]1)[CH2:22][c:23]1[cH:24][cH:25][cH:26][cH:27][cH:28]1)[OH:21]. Starting materials: OC(=O)CCCC[C@@H]1SC[C@@H]2NC(=O)N[C@H]12 (biotin), O=C[C@H](O)[C@@H](O)[C@H](O)[C@H](O)CO (glucose), S(=O)(=O)([O-])[O-].[NH4+].[NH4+] (ammonium sulfate), P(=O)([O-])([O-])[O-].[K+].[K+].[K+] (potassium phosphate), S(=O)(=O)([O-])[O-].[Mg+2] (magnesium sulfate), CC1=C(SC=[N+]1CC=2C=NC(=NC2N)C)CCO.Cl.[Cl-] (vitamin B1). Reagents/catalysts: S(=O)(=O)([O-])[O-].[Fe+2] (iron sulfate). Reaction conditions: temperature 121 celsius, time 24 hour. Yields the product N[C@@H](CCC(N)=O)C(=O)O (glutamine). Reaction SMILES: O=C[C@@H:3]([C@H:5]([C@@H:7]([C@@H:9]([CH2:11][OH:12])O)O)O)[OH:4].P([O-])([O-])([O-])=[O:14].[K+].[K+].[K+].S([O-])([O-])(=O)=O.[Mg+2].S([O-])([O-])(=O)=O.[NH4+:32].[NH4+:33].OC(CCCC[C@H]1[C@@H]2[C@@H](NC(N2)=O)CS1)=O.CC1[N+](CC2C=NC(C)=NC=2N)=CSC=1CCO.Cl.[Cl-]>S([O-])([O-])(=O)=O.[Fe+2]>[NH2:32][C@H:5]([C:3]([OH:4])=[O:14])[CH2:7][CH2:9][C:11](=[O:12])[NH2:33] |f:1.2.3.4,5.6,7.8.9,11.12.13,14.15|. Procedure: Brevibacterium flavum AJ 3409 (FERM-BP 662) was inoculated on agar plate medium containing 1% yeast extract, 1% peptone, 0.5% sodium chloride and 0.5% glucose followed by culturing at 31° C. for 24 hours. In 30 Sakaguchi flasks, each having a 500 ml volume, were charged 25 ml each of medium (pH 7.0) composed of 4% glucose, 0.1% potassium phosphate, 0.04% magnesium sulfate, 0.001% iron sulfate, 0.2% ammonium sulfate, 0.4% urea, 4 μg/1 biotin, 100 μg/l vitamin B1 and 0.035% (calculated as total ni... The reactants are CN(CCSC1=CC=C(C=C1)[N+](=O)[O-])C (N,N-dimethyl-N-{2-[(4-nitrophenyl)thio]ethyl}amine), OOS(=O)[O-].[K+] (OXONE), monopersulfate, CO.O1CCCC1.O (methanol tetrahydrofuran water). Product: CN(CCS(=O)(=O)C1=CC=C(C=C1)[N+](=O)[O-])C (dimethyl-[2-(4-nitro-benzenesulfonyl)-ethyl]-amine). RXN SMILES: [CH3:1][N:2]([CH3:15])[CH2:3][CH2:4][S:5][C:6]1[CH:11]=[CH:10][C:9]([N+:12]([O-:14])=[O:13])=[CH:8][CH:7]=1.[OH:16]OS([O-])=O.[K+].CO.O1CCCC1.[OH2:29]>>[CH3:1][N:2]([CH3:15])[CH2:3][CH2:4][S:5]([C:6]1[CH:11]=[CH:10][C:9]([N+:12]([O-:14])=[O:13])=[CH:8][CH:7]=1)(=[O:16])=[O:29] |f:1.2,3.4.5|. Procedure details: To a 0° C. solution of give N,N-dimethyl-N-{2-[(4-nitrophenyl)thio]ethyl}amine (0.50 g, 2.2 mmol) in methanol/tetrahydrofuran/water (33 mL, 1:1:1) is added dropwise an aqueous solution of OXONE®, monopersulfate compound (2.7 g, 9.5 mL). The reaction mixture is stirred for one week at room temperature and then quenched by the addition of an aqueous sodium hydrogen sulfite solution (3 g, 20 mL). The mixture is then basified to pH 8 with concentrated ammonium hydroxide and extracted 3× with dichlor... The reactants are O=C1CCC(=O)N1Br, O=C(OOC(=O)c1ccccc1)c1ccccc1, ClC(Cl)(Cl)Cl, Cc1cc2c3c(ccc2cc1C#N)OC(=O)C3(C)C. The product is CC1(C)C(=O)Oc2ccc3cc(C#N)c(CBr)cc3c21. Reaction SMILES: [Br:20][N:21]1[C:22](=[O:23])[CH2:24][CH2:25][C:26]1=[O:27].[C:28]([O:29][O:30][C:31](=[O:32])[c:33]1[cH:34][cH:35][cH:36][cH:37][cH:38]1)(=[O:39])[c:40]1[cH:41][cH:42][cH:43][cH:44][cH:45]1.[C:46]([Cl:47])([Cl:48])([Cl:49])[Cl:50].[CH3:1][C:2]1([CH3:19])[c:3]2[c:4]([cH:8][cH:9][c:10]3[cH:11][c:12]([C:17]#[N:18])[c:13]([CH3:16])[cH:14][c:15]23)[O:5][C:6]1=[O:7]>>[CH3:1][C:2]1([CH3:19])[c:3]2[c:4]([cH:8][cH:9][c:10]3[cH:11][c:12]([C:17]#[N:18])[c:13]([CH2:16][Br:20])[cH:14][c:15]23)[O:5][C:6]1=[O:7]. Starting materials: O=C(CC#N)C1=CC(=CC=C1)Br (3-oxo-3-(3-bromophenyl)propionitrile), NN (hydrazine), CCO (EtOH), OP(=O)(O)O (H3PO4), OP(=O)(O)O (H3PO4). Solvent: O (H2O), CO (MeOH), O (H2O), CO (MeOH). Yields the product BrC=1C=C(C=CC1)C=1C=C(NN1)N (5-(3-Bromophenyl)-2H-pyrazol-3-ylamine). As a reaction SMILES: O=[C:2]([C:6]1[CH:11]=[CH:10][CH:9]=[C:8]([Br:12])[CH:7]=1)[CH2:3][C:4]#[N:5].[NH2:13][NH2:14].CCO.OP(O)(O)=O>O.CO>[Br:12][C:8]1[CH:7]=[C:6]([C:2]2[CH:3]=[C:4]([NH2:5])[NH:13][N:14]=2)[CH:11]=[CH:10][CH:9]=1. Procedure details: Ten vials were each charged with 3-oxo-3-(3-bromophenyl)propionitrile (1.0 g, 4.5 mmol), hydrazine (0.2 mL) and EtOH (1 mL), and subject to microwave irradiation at 120° C. for 60 min. The contents of all vials was pooled and the solvent was evaporated in vacuo. The crude product was dissolved in ethanol (approx. 200 mL) and acidified by the addition of 4N HLC in dioxane, after 0.5 h the precipitate was collected, washed with additional ethanol and dried to yield 9.60 g. LC/MS (10% MeOH, 90% H2O... Reactants: N1C=CC=2C1=NC=CC2 (1H-pyrrolo[2,3-b]pyridine), C(=O)(O)[O-].[Na+] (NaHCO3), OOS(=O)[O-].[K+] (Oxone). Run in CO.O (MeOH H2O). Run at time 5 hour. The product is N1C=CC=2C1=[N+](C=CC2)[O-] (1H-pyrrolo[2,3-b]pyridine 7-oxide). Reaction SMILES: [NH:1]1[C:5]2=[N:6][CH:7]=[CH:8][CH:9]=[C:4]2[CH:3]=[CH:2]1.C([O-])(O)=[O:11].[Na+].OOS([O-])=O.[K+]>CO.O>[NH:1]1[C:5]2=[N+:6]([O-:11])[CH:7]=[CH:8][CH:9]=[C:4]2[CH:3]=[CH:2]1 |f:1.2,3.4,5.6|. Reported procedure: To a suspension of 1H-pyrrolo[2,3-b]pyridine (20.0 g) and NaHCO3 (90 g) in 1:1 MeOH/H2O (1000 mL) was added Oxone® (212 g) in portions during a 40 min period. The mixture was stirred at RT for 5 h. The solid was removed by filtration and the filtrate was concentrated to dryness. The solid residue was washed several times with CH2Cl2/MeOH 90/10 (500 mL). The combined organic solutions were concentrated under vacuum. The resulting crystalline solid was dissolved in CH2Cl2 (1 L). The organic soluti... The reactants are CI, N#Cc1ccc(CC23CCCC=C2N(c2cc(Cl)cc(Cl)c2)C(=O)N3)cc1, [H-], [Na+], CN(C)C=O. Yields the product CN1C(=O)N(c2cc(Cl)cc(Cl)c2)C2=CCCCC21Cc1ccc(C#N)cc1. Reaction SMILES: [CH3:30][I:31].[Cl:1][c:2]1[cH:3][c:4]([N:9]2[C:10](=[O:27])[NH:11][C:12]3([CH2:18][c:19]4[cH:20][cH:21][c:22]([C:23]#[N:24])[cH:25][cH:26]4)[C:13]2=[CH:14][CH2:15][CH2:16][CH2:17]3)[cH:5][c:6]([Cl:8])[cH:7]1.[H-:29].[Na+:28].[O:32]=[CH:33][N:34]([CH3:35])[CH3:36]>>[Cl:1][c:2]1[cH:3][c:4]([N:9]2[C:10](=[O:27])[N:11]([CH3:30])[C:12]3([CH2:18][c:19]4[cH:20][cH:21][c:22]([C:23]#[N:24])[cH:25][cH:26]4)[C:13]2=[CH:14][CH2:15][CH2:16][CH2:17]3)[cH:5][c:6]([Cl:8])[cH:7]1. Starting materials: Cl (HCl), C(C)(C)(C)OC(=O)N[C@H](C(C(=O)O)(OC)OC)CCC ((S)-3-(tert-butoxycarbonylamino)-2,2-dimethoxyhexanoic acid), [OH-].[K+] (KOH), C(C)(C)(C)OC(=O)N[C@H](C(C(=O)OCC)(OCC)OCC)CCC (Ethyl(S)-3-(tert-butoxycarbonylamino)-2,2-diethoxyhexanoate). The solvent is O (water), ClCCl (Dichloromethane), CCO (EtOH), O (water), CCO (EtOH). Reaction conditions: time 23 hour. The product is C(C)(C)(C)OC(=O)N[C@H](C(C(=O)O)(OCC)OCC)CCC ((S)-3-(tert-butoxycarbonylamino)-2,2-diethoxyhexanoic acid). Isolated yield 80.2%. As a reaction SMILES: C(OC(N[C@@H](CCC)C(OC)(OC)C(O)=O)=O)(C)(C)C.[OH-].[K+].[C:23]([O:27][C:28]([NH:30][C@@H:31]([CH2:44][CH2:45][CH3:46])[C:32]([O:41][CH2:42][CH3:43])([O:38][CH2:39][CH3:40])[C:33]([O:35]CC)=[O:34])=[O:29])([CH3:26])([CH3:25])[CH3:24].Cl>O.CCO.ClCCl>[C:23]([O:27][C:28]([NH:30][C@@H:31]([CH2:44][CH2:45][CH3:46])[C:32]([O:38][CH2:39][CH3:40])([O:41][CH2:42][CH3:43])[C:33]([OH:35])=[O:34])=[O:29])([CH3:26])([CH3:25])[CH3:24] |f:1.2|. Procedure details: Step 2—preparation of (S)-3-(tert-butoxycarbonylamino)-2,2-dimethoxyhexanoic acid: A solution of KOH (6.95 g, 123.9 mmol) in 100 mL water was added to a solution of Ethyl(S)-3-(tert-butoxycarbonylamino)-2,2-diethoxyhexanoate (8.6 g, 24.6 mmol) in 100 mL EtOH. Further 100 mL EtOH were added to obtain a clear solution and the mixture was stirred at room temperature for 23 hours. Dichloromethane (200 mL) and water (200 mL) were added, and the pH of the mixture was adjusted with conc. HCl from 12.5 ... Starting materials: C (charcoal), C(C)[SiH](CC)CC (triethyl-silane), C(C)[SiH](CC)CC (triethyl-silane), CCCCCCC.C(C)(=O)[O-] (heptane acetate), C(C)SC(C[C@@H]1CC[C@H](CC1)NC(=O)C1=CC=NC2=CC=CC=C12)=O (Trans-{4-[(Quinoline-4-carbonyl)-amino]-cyclohexyl}-thioacetic acid S— ethyl ester), C (charcoal). The reagents and catalysts are [Pd] (palladium), [Pd] (palladium). Solvent: CC(=O)C.C(Cl)Cl (acetone methylene chloride). Run at time 0.5 hour. The product is 1.1, O=CC[C@@H]1CC[C@H](CC1)NC(=O)C1=CC=NC2=CC=CC=C12 (Quinoline-4-carboxylic acid trans-[4-(2-oxo-ethyl)-cyclohexyl]-amide). The yield is 742.0%. RXN SMILES: C(S[C:4](=[O:25])[CH2:5][C@H:6]1[CH2:11][CH2:10][C@H:9]([NH:12][C:13]([C:15]2[C:24]3[C:19](=[CH:20][CH:21]=[CH:22][CH:23]=3)[N:18]=[CH:17][CH:16]=2)=[O:14])[CH2:8][CH2:7]1)C.C.C([SiH](CC)CC)C.CCCCCCC.C([O-])(=O)C>CC(C)=O.C(Cl)Cl.[Pd]>[O:25]=[CH:4][CH2:5][C@H:6]1[CH2:11][CH2:10][C@H:9]([NH:12][C:13]([C:15]2[C:24]3[C:19](=[CH:20][CH:21]=[CH:22][CH:23]=3)[N:18]=[CH:17][CH:16]=2)=[O:14])[CH2:8][CH2:7]1 |f:3.4,5.6|. Procedure details: Trans-{4-[(Quinoline-4-carbonyl)-amino]-cyclohexyl}-thioacetic acid S— ethyl ester (1.87 g, 5 mmol) was solved in acetone/methylene chloride (40/40 mL), 0.8 g of molecular sieves were added to the mixture and the solution was stirred for 0.5 h. Then 0.558 g (1 mmol) of palladium on active charcoal 10% was added followed by 1.25 mL (8 mmol) of triethyl-silane. The reaction was stirred for 1.5 hours at room temperature and additional 0.558 g (1 mmol) of palladium on active charcoal 10% and 1.25 mL... Reactants: P(=O)(Cl)(Cl)Cl (phosphorus oxychloride), C(C1=CC=CC=C1)N1C(NC(C(C1=O)CC1=CC=CC=C1)=O)=O (3,5-dibenzylpyrimidine-2,4,6(1H,3H)-trione), ice water. Solvent: C(C)O (ethanol). Reaction conditions: time 90 minute. Yields the product ClC1=C(C(N(C(N1)=O)CC1=CC=CC=C1)=O)CC1=CC=CC=C1 (6-chloro-3,5-dibenzylpyrimidine-2,4(1H,3H)-dione). RXN SMILES: P(Cl)(Cl)([Cl:3])=O.[CH2:6]([N:13]1[C:18](=[O:19])[CH:17]([CH2:20][C:21]2[CH:26]=[CH:25][CH:24]=[CH:23][CH:22]=2)[C:16](=O)[NH:15][C:14]1=[O:28])[C:7]1[CH:12]=[CH:11][CH:10]=[CH:9][CH:8]=1>C(O)C>[Cl:3][C:16]1[NH:15][C:14](=[O:28])[N:13]([CH2:6][C:7]2[CH:12]=[CH:11][CH:10]=[CH:9][CH:8]=2)[C:18](=[O:19])[C:17]=1[CH2:20][C:21]1[CH:26]=[CH:25][CH:24]=[CH:23][CH:22]=1. Procedure: To 16.8 ml of 50% ethanol, 78.7 ml (844 mmol) of phosphorus oxychloride was added drop by drop, with stirring under ice cooling conditions. To this solution, 30.83 g (100 mmol) of 3,5-dibenzylpyrimidine-2,4,6(1H,3H)-trione was added little by little. This mixture was stirred at 50° C. for 30 minutes and then at 100° C. for 90 minutes. After cooling, the reaction mixture was poured into ice water and stirred for 1 hour. The resulting precipitate was collected by filtration, washed with water and ...